This data is from the Open Reaction Database (ORD), a public repository of structured organic reaction records. The task is: describe an organic reaction: reactants, conditions, products, and yield The reactants are BrC1=CC=CC(=N1)C(=O)O (6-bromo-pyridine-2-carboxylic acid), C1(CC1)N (cyclopropylamine). The product is C1(CC1)NC(=O)C1=NC(=CC=C1)Br (6-Bromo-pyridine-2-carboxylic acid cyclopropylamide). As a reaction SMILES: [Br:1][C:2]1[N:7]=[C:6]([C:8]([OH:10])=O)[CH:5]=[CH:4][CH:3]=1.[CH:11]1([NH2:14])[CH2:13][CH2:12]1>>[CH:11]1([NH:14][C:8]([C:6]2[CH:5]=[CH:4][CH:3]=[C:2]([Br:1])[N:7]=2)=[O:10])[CH2:13][CH2:12]1. Reported procedure: Prepared according to the procedure described in Example 121, Step 1, using 6-bromo-pyridine-2-carboxylic acid and cyclopropylamine.